From a dataset of the Open Reaction Database (ORD), a public repository of structured organic reaction records. describe an organic reaction: reactants, conditions, products, and yield The reactants are COC=1C=CC2=C(CCN(C(N2)=O)C2CCNCC2)C1 (7-methoxy-3-piperidin-4-yl-1,3,4,5-tetrahydro-1,3-benzodiazepin-2-one), ClC1=CC(=NC=N1)C(=O)C1=CC2=C(N(C(O2)=O)C)C=C1 (6-(6-chloro-pyrimidine-4-carbonyl)-3-methyl-3H-benzoxazol-2-one), CCN(C(C)C)C(C)C (DIPEA). Solvent: CN(C)C=O (DMF), C(C)#N.O (acetonitrile water). Conditions: time 8 hour. The product is COC1=CC2=C(NC(N(CC2)C2CCN(CC2)C2=NC=NC(=C2)C(=O)C2=CC3=C(N(C(O3)=O)C)C=C2)=O)C=C1 (7-methoxy-3-{1-[6-(3-methyl-2-oxo-2,3-dihydro-benzoxazole-6-carbonyl)-pyrimidin-4-yl]-piperidin-4-yl}-1,3,4,5-tetrahydro-benzo[d][1,3]diazepin-2-one). RXN SMILES: [CH3:1][O:2][C:3]1[CH:4]=[CH:5][C:6]2[NH:12][C:11](=[O:13])[N:10]([CH:14]3[CH2:19][CH2:18][NH:17][CH2:16][CH2:15]3)[CH2:9][CH2:8][C:7]=2[CH:20]=1.Cl[C:22]1[N:27]=[CH:26][N:25]=[C:24]([C:28]([C:30]2[CH:40]=[CH:39][C:33]3[N:34]([CH3:38])[C:35](=[O:37])[O:36][C:32]=3[CH:31]=2)=[O:29])[CH:23]=1.CCN(C(C)C)C(C)C>CN(C=O)C.C(#N)C.O>[CH3:1][O:2][C:3]1[CH:4]=[CH:5][C:6]2[NH:12][C:11](=[O:13])[N:10]([CH:14]3[CH2:19][CH2:18][N:17]([C:22]4[CH:23]=[C:24]([C:28]([C:30]5[CH:40]=[CH:39][C:33]6[N:34]([CH3:38])[C:35](=[O:37])[O:36][C:32]=6[CH:31]=5)=[O:29])[N:25]=[CH:26][N:27]=4)[CH2:16][CH2:15]3)[CH2:9][CH2:8][C:7]=2[CH:20]=1 |f:4.5|. Procedure details: 99 mg (0.40 mmol) 7-methoxy-3-piperidin-4-yl-1,3,4,5-tetrahydro-1,3-benzodiazepin-2-one, 0.10 g (0.40 mmol) 6-(6-chloro-pyrimidine-4-carbonyl)-3-methyl-3H-benzoxazol-2-one and 0.070 mL (0.40 mmol) DIPEA were combined in 2 mL DMF and shaken overnight at RT. The mixture was diluted with acetonitrile/water and purified by preparative HPLC-MS. The fractions containing the product were combined and freeze-dried. Procedure: To the resin kettle is charged 5-((4S)-2-oxo-4-phenyl (1,3-oxazolidin-3-yl))-1-(4-fluorophenyl) pentane-1,5-dione (120 g) as a powder, followed by dextrose powder (91 g), toluene (200 ml), and buffer (750 ml of 0.02M potassium phosphate and 0.002 M Magnesium sulfate). The head plate is fitted and dogged down. All appropriate ports are closed except for the pH probe port which is fitted with the pH probe. The motor is then fitted to the coupling and stirring is initiated to a rate of 1200 rpm. Th... The product is FC1=CC=C(C=C1)[C@H](CCCC(=O)N1C(OC[C@@H]1C1=CC=CC=C1)=O)O ((4S)-3-[(5S)-5-(4-fluorophenyl)-5-hydroxypentanoyl]-4-phenyl-1,3-oxazolidin-2-one). Run in C1(=CC=CC=C1)C (toluene), O (water). The reactants are O=C1C(C=CC=C1)[C@@H]1N(COC1)C(CCCC(=O)C1=CC=C(C=C1)F)=O (5-((4S)-2-oxo-4-phenyl (1,3-oxazolidin-3-yl))-1-(4-fluorophenyl) pentane-1,5-dione), Na NADP, S(=O)(=O)([O-])[O-].[Mg+2] (Magnesium sulfate), O=C[C@H](O)[C@@H](O)[C@H](O)[C@H](O)CO (dextrose), P(=O)([O-])([O-])[O-].[K+].[K+].[K+] (potassium phosphate), [OH-].[Na+] (NaOH). As a reaction SMILES: O=[C:2]1[CH:7]=[CH:6][CH:5]=[CH:4][CH:3]1[C@H:8]1[CH2:12][O:11][CH2:10][N:9]1[C:13](=[O:26])[CH2:14][CH2:15][CH2:16][C:17]([C:19]1[CH:24]=[CH:23][C:22]([F:25])=[CH:21][CH:20]=1)=[O:18].[O:27]=C[C@@H]([C@H]([C@@H]([C@@H](CO)O)O)O)O.P([O-])([O-])([O-])=O.[K+].[K+].[K+].S([O-])([O-])(=O)=O.[Mg+2].[OH-].[Na+]>O.C1(C)C=CC=CC=1>[F:25][C:22]1[CH:23]=[CH:24][C:19]([C@@H:17]([OH:18])[CH2:16][CH2:15][CH2:14][C:13]([N:9]2[C@@H:8]([C:3]3[CH:4]=[CH:5][CH:6]=[CH:7][CH:2]=3)[CH2:12][O:11][C:10]2=[O:27])=[O:26])=[CH:20][CH:21]=1 |f:2.3.4.5,6.7,8.9|. The product is O.C(\C=C\C(=O)O)(=O)O.FC1=CC=C(C=C1)C(CC1CCN(CC1)CCCOC1=C(C=C(C=C1)C(C)=O)OC)(O)C1=CC=C(C=C1)F (1-[4-[3-[4-[2,2-Bis(4-fluorophenyl)-2-hydroxyethyl]-1- piperidinyl]propoxy]-3-methoxyphenyl]ethanone fumarate hydrate). Reported procedure: A mixture of 4.52 g (0.0143 mole) of α,α-bis(4-fluorophenyl)-4-piperidineethanol, 3.75 g (0.0155 mole) of 3-(4-acetyl-2-methoxyphenoxy)-1-chloropropane, 4.1 g (0.049 mole) of sodium bicarbonate, and 0.20 g (0.0012 mole) of potassium iodide in 300 ml of 1-butanol was heated at reflux for 8 hr. The solvent was removed in vacuo, and the residue was partitioned between methylene chloride and dilute sodium hydroxide. The methylene chloride solution was treated with a small portion of activated charco... RXN SMILES: [F:1][C:2]1[CH:7]=[CH:6][C:5]([C:8]([C:17]2[CH:22]=[CH:21][C:20]([F:23])=[CH:19][CH:18]=2)([OH:16])[CH2:9][CH:10]2[CH2:15][CH2:14][NH:13][CH2:12][CH2:11]2)=[CH:4][CH:3]=1.[C:24]([C:27]1[CH:37]=[CH:36][C:30]([O:31][CH2:32][CH2:33][CH2:34]Cl)=[C:29]([O:38][CH3:39])[CH:28]=1)(=[O:26])[CH3:25].[C:40](=[O:43])([OH:42])[O-].[Na+].[I-].[K+]>C(O)CCC>[OH2:16].[C:8]([OH:26])(=[O:16])/[CH:17]=[CH:22]/[C:40]([OH:42])=[O:43].[F:1][C:2]1[CH:3]=[CH:4][C:5]([C:8]([C:17]2[CH:18]=[CH:19][C:20]([F:23])=[CH:21][CH:22]=2)([OH:16])[CH2:9][CH:10]2[CH2:11][CH2:12][N:13]([CH2:34][CH2:33][CH2:32][O:31][C:30]3[CH:36]=[CH:37][C:27]([C:24](=[O:26])[CH3:25])=[CH:28][C:29]=3[O:38][CH3:39])[CH2:14][CH2:15]2)=[CH:6][CH:7]=1 |f:2.3,4.5,7.8.9|. Reactants: FC1=CC=C(C=C1)C(CC1CCNCC1)(O)C1=CC=C(C=C1)F (α,α-bis(4-fluorophenyl)-4-piperidineethanol), C(C)(=O)C1=CC(=C(OCCCCl)C=C1)OC (3-(4-acetyl-2-methoxyphenoxy)-1-chloropropane), C([O-])(O)=O.[Na+] (sodium bicarbonate), [I-].[K+] (potassium iodide). The solvent is C(CCC)O (1-butanol). Reactants: C(C)(=O)OC=1C(C(=O)Cl)=CC=CC1 (acetylsalicylic acid chloride), COC1=C(C=CC=C1)N1CCNCC1 (1-(2-methoxyphenyl)piperazine), Br.NCCBr (2-aminoethyl bromide hydrobromide), C([O-])([O-])=O.[K+].[K+] (potassium carbonate). Run in C(CCC)O (n-butanol), C(C)(=O)OCC (ethyl acetate). Run at time 30 minute. Yields the product COC1=C(C=CC=C1)N1CCN(CC1)CCNC(C1=C(C=CC=C1)O)=O (1-(2-methoxyphenyl)-4-[2-(2-hydroxybenzoyl)aminoethyl]piperazine). Yield: 50.1%. Reaction SMILES: [CH3:1][O:2][C:3]1[CH:8]=[CH:7][CH:6]=[CH:5][C:4]=1[N:9]1[CH2:14][CH2:13][NH:12][CH2:11][CH2:10]1.Br.[NH2:16][CH2:17][CH2:18]Br.C(=O)([O-])[O-].[K+].[K+].C([O:29][C:30]1[C:31](=[CH:35][CH:36]=[CH:37][CH:38]=1)[C:32](Cl)=[O:33])(=O)C>C(OCC)(=O)C.C(O)CCC>[CH3:1][O:2][C:3]1[CH:8]=[CH:7][CH:6]=[CH:5][C:4]=1[N:9]1[CH2:14][CH2:13][N:12]([CH2:18][CH2:17][NH:16][C:32](=[O:33])[C:31]2[CH:35]=[CH:36][CH:37]=[CH:38][C:30]=2[OH:29])[CH2:11][CH2:10]1 |f:1.2,3.4.5|. Procedure details: To 1.92 g (0.01 mol) of 1-(2-methoxyphenyl)piperazine, 2.05 g (0.01 mol) of 2-aminoethyl bromide hydrobromide, 2.76 g (0.02 mol) of anhydrous potassium carbonate and 40 ml of n-butanol were added, and the mixture was refluxed for 6 hours. After the reaction, the mixture was concentrated under vacuum, and to the resulting residue, 2.5 g of anhydrous sodium carbonate, 20 ml of water and 20 ml of ethyl acetate were added. Under agitation with cooling on ice, 2.38 g (0.012 mol) of acetylsalicylic ac...